From a dataset of the Open Reaction Database (ORD), a public repository of structured organic reaction records. describe an organic reaction: reactants, conditions, products, and yield Reactants: O=C([O-])[O-], ClC(Cl)(Cl)Cl, ClCCl, O=[N+]([O-])C(F)(CO)[N+](=O)[O-], C[Si](C)(C)COS(=O)(=O)C(F)(F)F, [K+], [K+], O. The product is C[Si](C)(C)COCC(F)([N+](=O)[O-])[N+](=O)[O-]. RXN SMILES: [C:1](=[O:2])([O-:3])[O-:4].[C:34]([Cl:35])([Cl:36])([Cl:37])[Cl:38].[CH2:31]([Cl:32])[Cl:33].[F:20][C:21]([CH2:22][OH:23])([N+:24](=[O:25])[O-:26])[N+:27](=[O:28])[O-:29].[F:7][C:8]([F:9])([F:10])[S:11]([O:12][CH2:13][Si:14]([CH3:15])([CH3:16])[CH3:17])(=[O:18])=[O:19].[K+:5].[K+:6].[OH2:30]>>[O:12]([CH2:13][Si:14]([CH3:15])([CH3:16])[CH3:17])[CH2:22][C:21]([F:20])([N+:24](=[O:25])[O-:26])[N+:27](=[O:28])[O-:29]. Reactants: Cc1ccccc1, CCCCCC1CCC(C2CCC(CC(O)c3c(C)cc(OCC)c(F)c3F)CC2)CC1, O, O, Cc1ccc(S(=O)(=O)O)cc1. Yields the product CCCCCC1CCC(C2CCC(C=Cc3c(C)cc(OCC)c(F)c3F)CC2)CC1. As a reaction SMILES: [CH3:46][c:47]1[cH:48][cH:49][cH:50][cH:51][cH:52]1.[F:13][c:14]1[c:15]([CH:25]([CH2:26][CH:27]2[CH2:28][CH2:29][CH:30]([CH:33]3[CH2:34][CH2:35][CH:36]([CH2:39][CH2:40][CH2:41][CH2:42][CH3:43])[CH2:37][CH2:38]3)[CH2:31][CH2:32]2)[OH:44])[c:16]([CH3:24])[cH:17][c:18]([O:21][CH2:22][CH3:23])[c:19]1[F:20].[OH2:1].[OH2:45].[c:2]1([CH3:3])[cH:4][cH:5][c:6]([S:7]([OH:8])(=[O:9])=[O:10])[cH:11][cH:12]1>>[F:13][c:14]1[c:15]([CH:25]=[CH:26][CH:27]2[CH2:28][CH2:29][CH:30]([CH:33]3[CH2:34][CH2:35][CH:36]([CH2:39][CH2:40][CH2:41][CH2:42][CH3:43])[CH2:37][CH2:38]3)[CH2:31][CH2:32]2)[c:16]([CH3:24])[cH:17][c:18]([O:21][CH2:22][CH3:23])[c:19]1[F:20]. Product: C(CC(C(=O)O)NC(CCC(=O)O)C(=O)O)CN (Nopalinic Acid). RXN SMILES: NC([NH:4][CH2:5][CH2:6][CH2:7][CH:8]([NH:12][CH:13]([CH2:17][CH2:18][C:19]([OH:21])=[O:20])[C:14]([OH:16])=[O:15])[C:9]([OH:11])=[O:10])=N>[OH-].[Na+]>[CH2:6]([CH2:5][NH2:4])[CH2:7][CH:8]([NH:12][CH:13]([C:14]([OH:16])=[O:15])[CH2:17][CH2:18][C:19]([OH:21])=[O:20])[C:9]([OH:11])=[O:10] |f:1.2|. The solvent is [OH-].[Na+] (NaOH). Conditions: temperature 100 celsius. The reactants are NC(=N)NCCCC(C(=O)O)NC(C(=O)O)CCC(=O)O (nopaline). Reported procedure: 2 grams of nopaline were dissolved in 35 ml of 1M NaOH and the solution was heated at 100° C. for 12 hours. The reaction mixture was evaporated to dryness to remove ammonia and the crude solid material was dissolved in 25 ml of water. The pH was adjusted to 0.8 to 1.0 and the pH-adjusted solution was chromatographed on a strong cationic exchange column (H+ form). After washing with two column volumes of water, the column was eluted with 10% aqueous ammonia. The eluate containing the nopalinic ac... Starting materials: Cl.N[C@H]1[C@@H](C1)C1=CC=C(C=C1)NC(C1=CC(=CC=C1)CC1=CC=CC=C1)=O (N-[4-(trans-2-aminocyclopropyl)phenyl]-3-benzylbenzamide hydrochloride), C(C1=CC=CC=C1)=O (benzaldehyde), C(O)([O-])=O.[Na+] (sodium hydrogen carbonate), [BH4-].[Na+] (sodium borohydride). Solvent: CO (methanol), O (water). Run at temperature 70 celsius, time 1 hour. Yields the product C(C1=CC=CC=C1)C=1C=C(C(=O)NC2=CC=C(C=C2)[C@H]2[C@@H](C2)NCC2=CC=CC=C2)C=CC1 (3-benzyl-N-{4-[trans-2-(benzylamino)cyclopropyl]phenyl}benzamide). RXN SMILES: Cl.[NH2:2][C@@H:3]1[CH2:5][C@H:4]1[C:6]1[CH:11]=[CH:10][C:9]([NH:12][C:13](=[O:27])[C:14]2[CH:19]=[CH:18][CH:17]=[C:16]([CH2:20][C:21]3[CH:26]=[CH:25][CH:24]=[CH:23][CH:22]=3)[CH:15]=2)=[CH:8][CH:7]=1.[CH:28](=O)[C:29]1[CH:34]=[CH:33][CH:32]=[CH:31][CH:30]=1.C(=O)([O-])O.[Na+].[BH4-].[Na+]>CO.O>[CH2:20]([C:16]1[CH:15]=[C:14]([CH:19]=[CH:18][CH:17]=1)[C:13]([NH:12][C:9]1[CH:8]=[CH:7][C:6]([C@@H:4]2[CH2:5][C@H:3]2[NH:2][CH2:28][C:29]2[CH:34]=[CH:33][CH:32]=[CH:31][CH:30]=2)=[CH:11][CH:10]=1)=[O:27])[C:21]1[CH:26]=[CH:25][CH:24]=[CH:23][CH:22]=1 |f:0.1,3.4,5.6|. Procedure details: To a solution of N-[4-(trans-2-aminocyclopropyl)phenyl]-3-benzylbenzamide hydrochloride (69.6 mg) in methanol (1.5 mL) were added benzaldehyde (19 μL) and sodium hydrogen carbonate (23.2 mg). The mixture was stirred at 70° C. for 1 hr, and ice-cooled to 0° C. and sodium borohydride (10.4 mg) was added. The mixture was stirred for 1 hr and water was added. The mixture was extracted with ethyl acetate, and the extract was washed with saturated brine and dried over anhydrous sodium sulfate. The sol... The reactants are CCO, O=C(NCCCCN1C2CCC1CN(c1ccc(Cl)cc1)C2)C(F)(F)F, [K+], [OH-]. The product is NCCCCN1C2CCC1CN(c1ccc(Cl)cc1)C2. As a reaction SMILES: [CH3:27][CH2:28][OH:29].[Cl:1][c:2]1[cH:3][cH:4][c:5]([N:8]2[CH2:9][CH:10]3[CH2:11][CH2:12][CH:13]([CH2:14]2)[N:15]3[CH2:16][CH2:17][CH2:18][CH2:19][NH:20][C:21](=[O:22])[C:23]([F:24])([F:25])[F:26])[cH:6][cH:7]1.[K+:31].[OH-:30]>>[Cl:1][c:2]1[cH:3][cH:4][c:5]([N:8]2[CH2:9][CH:10]3[CH2:11][CH2:12][CH:13]([CH2:14]2)[N:15]3[CH2:16][CH2:17][CH2:18][CH2:19][NH2:20])[cH:6][cH:7]1. The reactants are CC1=C(C(=C(C(=C1C(=O)O)N1C[C@H](O[C@H](C1)C)C)C)F)C(C=1SC=CN1)=NO (methyl 2-[(2R,6S)-2,6-dimethylmorpholin-4-yl]-4-fluoro-5-[(hydroxyimino)(1,3-thiazol-2-yl)methyl]-3-methylbenzoic acid), CC1=C(C(=C(C(=C1C(=O)O)N1C[C@H](O[C@H](C1)C)C)C)F)C(C=1SC=CN1)=NO (methyl 2-[(2R,6S)-2,6-dimethylmorpholin-4-yl]-4-fluoro-5-[(hydroxyimino)(1,3-thiazol-2-yl)methyl]-3-methylbenzoic acid), C(=O)([O-])[O-].[K+].[K+] (K2CO3), [I-].[K+] (potassium iodide). The solvent is CN(C)C=O (DMF). The product is C[C@@H]1CN(C[C@@H](O1)C)C1=C(C2=C(C(=NO2)C=2SC=CN2)C=C1C(=O)O)C (6-[(2R,6S)-2,6-dimethylmorpholin-4-yl]-7-methyl-3-(1,3-thiazol-2-yl)-1,2-benzoxazole-5-carboxylic acid). RXN SMILES: C[C:2]1[C:7]([C:8]([OH:10])=[O:9])=[C:6]([N:11]2[CH2:16][C@H:15]([CH3:17])[O:14][C@H:13]([CH3:18])[CH2:12]2)[C:5]([CH3:19])=[C:4](F)[C:3]=1[C:21](=[N:27][OH:28])[C:22]1[S:23][CH:24]=[CH:25][N:26]=1.C([O-])([O-])=O.[K+].[K+].[I-].[K+]>CN(C=O)C>[CH3:18][C@H:13]1[O:14][C@@H:15]([CH3:17])[CH2:16][N:11]([C:6]2[C:7]([C:8]([OH:10])=[O:9])=[CH:2][C:3]3[C:21]([C:22]4[S:23][CH:24]=[CH:25][N:26]=4)=[N:27][O:28][C:4]=3[C:5]=2[CH3:19])[CH2:12]1 |f:1.2.3,4.5|. Procedure: A solution of methyl 2-[(2R,6S)-2,6-dimethylmorpholin-4-yl]-4-fluoro-5-[(hydroxyimino)(1,3-thiazol-2-yl)methyl]-3-methylbenzoic acid (Intermediate 195, 0.31 g, 0.8 mmol), K2CO3 (0.4 g, 2.3 mmol) and potassium iodide (0.03 g, 0.2 mmol) in DMF (10 mL) was heated at 130° C. for 12 hours. Solvents were removed under vacuum and the residue was treated with 1.5N hydrochloric acid and extracted with ethyl acetate, which was dried over sodium sulfate. Removal of solvent by vacuum afforded product. Yield... Starting materials: COc1cccc(C23CCCC2CN(C)CCC3)c1, O=C(Cl)Oc1ccccc1, ClCCl. Yields the product COc1cccc(C23CCCC2CN(C(=O)Oc2ccccc2)CCC3)c1. RXN SMILES: [CH3:1][N:2]1[CH2:3][CH:4]2[C:5]([c:12]3[cH:13][c:14]([O:18][CH3:19])[cH:15][cH:16][cH:17]3)([CH2:6][CH2:7][CH2:8]1)[CH2:9][CH2:10][CH2:11]2.[Cl:20][C:21](=[O:22])[O:23][c:24]1[cH:25][cH:26][cH:27][cH:28][cH:29]1.[Cl:30][CH2:31][Cl:32]>>[N:2]1([C:21](=[O:22])[O:23][c:24]2[cH:25][cH:26][cH:27][cH:28][cH:29]2)[CH2:3][CH:4]2[C:5]([c:12]3[cH:13][c:14]([O:18][CH3:19])[cH:15][cH:16][cH:17]3)([CH2:6][CH2:7][CH2:8]1)[CH2:9][CH2:10][CH2:11]2.